This data is from the Open Reaction Database (ORD), a public repository of structured organic reaction records. The task is: describe an organic reaction: reactants, conditions, products, and yield The reactants are CCOC(=O)C(CC(=O)c1ccccc1)SC(C)=O, CCO, O=S(=O)(O)O. Yields the product CCOC(=O)C(S)CC(=O)c1ccccc1. As a reaction SMILES: [C:1](=[O:2])([CH3:3])[S:4][CH:5]([C:6](=[O:7])[O:8][CH2:9][CH3:10])[CH2:11][C:12]([c:13]1[cH:14][cH:15][cH:16][cH:17][cH:18]1)=[O:19].[CH3:25][CH2:26][OH:27].[S:20](=[O:21])(=[O:22])([OH:23])[OH:24]>>[SH:4][CH:5]([C:6](=[O:7])[O:8][CH2:9][CH3:10])[CH2:11][C:12]([c:13]1[cH:14][cH:15][cH:16][cH:17][cH:18]1)=[O:19]. Starting materials: COC(=O)C1=NC(=C(C=C1N)C(F)(F)F)Br (3-Amino-6-bromo-5-trifluoromethyl-pyridine-2-carboxylic acid methyl ester), COC(=O)C1=NC(=C(C=C1N)C(F)(F)F)Br (3-Amino-6-bromo-5-trifluoromethyl-pyridine-2-carboxylic acid methyl ester), CC1=NC=C(C=C1)B(O)O (2-methylpyridine-5-boronic acid), NC=1C(=NC(=C(C1)C(F)(F)F)C1=CC=C(C=C1)F)C(=O)O (3-amino-6-(4-fluoro-phenyl)-5-trifluoromethyl-pyridine-2-carboxylic acid). Product: COC(=O)C1=C(C=C(C(=N1)C=1C=NC(=CC1)C)C(F)(F)F)N (5-Amino-6′-methyl-3-trifluoromethyl-[2,3′]bipyridinyl-6-carboxylic acid methyl ester). As a reaction SMILES: [CH3:1][O:2][C:3]([C:5]1[C:10]([NH2:11])=[CH:9][C:8]([C:12]([F:15])([F:14])[F:13])=[C:7](Br)[N:6]=1)=[O:4].[CH3:17][C:18]1[CH:23]=[CH:22][C:21](B(O)O)=[CH:20][N:19]=1.NC1C(C(O)=O)=NC(C2C=CC(F)=CC=2)=C(C(F)(F)F)C=1>>[CH3:1][O:2][C:3]([C:5]1[N:6]=[C:7]([C:21]2[CH:20]=[N:19][C:18]([CH3:17])=[CH:23][CH:22]=2)[C:8]([C:12]([F:15])([F:14])[F:13])=[CH:9][C:10]=1[NH2:11])=[O:4]. Procedure details: This compound was prepared from 3-Amino-6-bromo-5-trifluoromethyl-pyridine-2-carboxylic acid methyl ester (Intermediate A4) and 2-methylpyridine-5-boronic acid analogously to 3-amino-6-(4-fluoro-phenyl)-5-trifluoromethyl-pyridine-2-carboxylic acid (Intermediate G); LC-MS Rt 0.96 min [M+H]+ 312 (Method 2 minLC_v002); 1H NMR (400 MHz, DMSO-d6) δ 8.41 (1H, s), 7.79 (1H, s), 7.69 (1H, dd), 7.32 (1H, d), 7.10 (2H, s), 3.82 (3H, s), 2.52 (3H, s). The reactants are ClC1=NC=C(C=C1)C1C=C(CC1)O[Si](C)(C)C (2-Chloro-5-(3-trimethylsilanyloxycyclopent-2-enyl)pyridine), Cl (HCl). The solvent is C1CCOC1 (THF), CCOC(=O)C (EtOAc), C(=O)(O)[O-].[Na+] (NaHCO3). Reaction conditions: time 1 hour. The product is ClC1=CC=C(C=N1)C1CC(CC1)=O (3-(6-chloropyridin-3-yl)cyclopentanone). The yield is 37.2%. RXN SMILES: [Cl:1][C:2]1[CH:7]=[CH:6][C:5]([CH:8]2[CH2:12][CH2:11][C:10]([O:13][Si](C)(C)C)=[CH:9]2)=[CH:4][N:3]=1.Cl>C1COCC1.CCOC(C)=O.C([O-])(O)=O.[Na+]>[Cl:1][C:2]1[N:3]=[CH:4][C:5]([CH:8]2[CH2:12][CH2:11][C:10](=[O:13])[CH2:9]2)=[CH:6][CH:7]=1 |f:4.5|. Reported procedure: 2-Chloro-5-(3-trimethylsilanyloxycyclopent-2-enyl)pyridine (0.58 g, 2.2 mmol) was dissolved in THF (10 mL) in a 100 mL round bottom flask and treated with 1N HCl (2 mL) with stirring at room temperature. After 1 h, the mixture was diluted with EtOAc and sat. NaHCO3 and the layers separated. The aqueous phase was extracted with EtOAc and the combined organic layers dried (Na2SO4), filtered, concentrated, and purified by flash silica gel chromatography (hexanes:EtOAc/2:1) to give 3-(6-chloropyridi... Starting materials: C(CCC)P(CCCC)CCCC (Tributyl phosphine), N(=NC(=O)N1CCCCC1)C(=O)N1CCCCC1 (1,1′-(azodicarbonyl)dipiperidine), [N+](=O)([O-])C1=C(C=CC=C1)S(=O)(=O)NCCN1C(C2=CC=CC=C2C=C1)=O (2-nitro-N-[2-(1-oxo-1H-isoquinolin-2-yl)-ethyl]-benzenesulfonamide), C(C)N1C2=C(N(C(C(C1=O)(C)C)=O)C)C=C(C=C2)CCCO (1-ethyl-7-(3-hydroxy-propyl)-3,3,5-trimethyl-1,5-dihydro-benzo[b][1,4]diazepine-2,4-dione). Solvent: C1(=CC=CC=C1)C (toluene), O (Water). Reaction conditions: time 8 hour. The product is C(C)N1C2=C(N(C(C(C1=O)(C)C)=O)C)C=C(C=C2)CCCN(S(=O)(=O)C2=C(C=CC=C2)[N+](=O)[O-])CCN2C(C1=CC=CC=C1C=C2)=O (N-[3-(1-Ethyl-3,3,5-trimethyl-2,4-dioxo-2,3,4,5-tetrahydro-1H-benzo[b][1,4]diazepin-7-yl)propyl]-2-nitro-N-[2-(1-oxo-1H-isoquinolin-2-yl)ethyl]benzenesulfonamide). The yield is 26.5%. RXN SMILES: C(P(CCCC)CCCC)CCC.N(C(N1CCCCC1)=O)=NC(N1CCCCC1)=O.[N+:32]([C:35]1[CH:40]=[CH:39][CH:38]=[CH:37][C:36]=1[S:41]([NH:44][CH2:45][CH2:46][N:47]1[CH:56]=[CH:55][C:54]2[C:49](=[CH:50][CH:51]=[CH:52][CH:53]=2)[C:48]1=[O:57])(=[O:43])=[O:42])([O-:34])=[O:33].[CH2:58]([N:60]1[C:66](=[O:67])[C:65]([CH3:69])([CH3:68])[C:64](=[O:70])[N:63]([CH3:71])[C:62]2[CH:72]=[C:73]([CH2:76][CH2:77][CH2:78]O)[CH:74]=[CH:75][C:61]1=2)[CH3:59]>O.C1(C)C=CC=CC=1>[CH2:58]([N:60]1[C:66](=[O:67])[C:65]([CH3:69])([CH3:68])[C:64](=[O:70])[N:63]([CH3:71])[C:62]2[CH:72]=[C:73]([CH2:76][CH2:77][CH2:78][N:44]([CH2:45][CH2:46][N:47]3[CH:56]=[CH:55][C:54]4[C:49](=[CH:50][CH:51]=[CH:52][CH:53]=4)[C:48]3=[O:57])[S:41]([C:36]3[CH:37]=[CH:38][CH:39]=[CH:40][C:35]=3[N+:32]([O-:34])=[O:33])(=[O:42])=[O:43])[CH:74]=[CH:75][C:61]1=2)[CH3:59]. Procedure details: Tributyl phosphine (1.2 ml) and 1,1′-(azodicarbonyl)dipiperidine (1.17 g) were added to a toluene solution (100 ml) of 2-nitro-N-[2-(1-oxo-1H-isoquinolin-2-yl)-ethyl]-benzenesulfonamide (1.39 g), and 1-ethyl-7-(3-hydroxy-propyl)-3,3,5-trimethyl-1,5-dihydro-benzo[b][1,4]diazepine-2,4-dione (0.94 g). The mixture was stirred overnight. Water was added to the reaction mixture, followed by extraction using ethyl acetate. The organic layer was washed with water and saturated saline, dried with magneci... Reactants: OCC(=O)O (2-hydroxyacetic acid), C=1C=CC2=C(C1)N=NN2O (HOBt), C(CCl)Cl (EDC), N[C@@H]1CCC2=C(C=CC=C12)C1=NOC(=N1)C=1C=CC(=C(C#N)C1)OC(C)C ((R)-5-(3-(1-amino-2,3-dihydro-1H-inden-4-yl)-1,2,4-oxadiazol-5-yl)-2-isopropoxybenzonitrile). Run in CN(C)C=O (DMF), CC(OCC)=O (EA). Reaction conditions: time 0.5 hour. Yields the product C(#N)C=1C=C(C=CC1OC(C)C)C1=NC(=NO1)C1=C2CC[C@H](C2=CC=C1)NC(CO)=O ((R)-N-(4-(5-(3-cyano-4-isopropoxyphenyl)-1,2,4-oxadiazol-3-yl)-2,3-dihydro-1H-inden-1-yl)-2-hydroxy acetamide). Yield: 47.8%. As a reaction SMILES: [OH:1][CH2:2][C:3]([OH:5])=O.C1C=CC2N(O)N=NC=2C=1.C(Cl)CCl.[NH2:20][C@H:21]1[C:29]2[C:24](=[C:25]([C:30]3[N:34]=[C:33]([C:35]4[CH:36]=[CH:37][C:38]([O:43][CH:44]([CH3:46])[CH3:45])=[C:39]([CH:42]=4)[C:40]#[N:41])[O:32][N:31]=3)[CH:26]=[CH:27][CH:28]=2)[CH2:23][CH2:22]1>CN(C=O)C.CC(=O)OCC>[C:40]([C:39]1[CH:42]=[C:35]([C:33]2[O:32][N:31]=[C:30]([C:25]3[CH:26]=[CH:27][CH:28]=[C:29]4[C:24]=3[CH2:23][CH2:22][C@H:21]4[NH:20][C:3](=[O:5])[CH2:2][OH:1])[N:34]=2)[CH:36]=[CH:37][C:38]=1[O:43][CH:44]([CH3:46])[CH3:45])#[N:41]. Procedure: Prepared using General Procedure 7. To 2-hydroxyacetic acid (7 mg, 0.08 mmol) in DMF (2 mL) was added HOBt (12 mg, 0.09 mmol) and EDC (17 mg, 0.09 mmol). The reaction mixture was stirred at room temperature for 0.5 h until the acid was fully activated. (R)-5-(3-(1-amino-2,3-dihydro-1H-inden-4-yl)-1,2,4-oxadiazol-5-yl)-2-isopropoxybenzonitrile 49 (25.0 mg, 0.07 mmol) was added in one portion and the reaction was stirred at room temperature for 12 h. The reaction mixture was diluted with EA and wa... Reactants: CC/C=C\C[C@@H](/C=C/[C@H]1[C@@H](CC(=O)[C@@H]1C/C=C\CCCC(=O)O)O)O (PGE3), [OH-].[K+] (potassium hydroxide), Cl (hydrochloric acid). The solvent is C(C)O (ethanol). Reaction conditions: temperature 10 celsius. Yields the product CC/C=C\C[C@@H](/C=C/C1=C(C(=O)CC1)C/C=C\CCCC(=O)O)O (PGB3). RXN SMILES: [CH3:1][CH2:2]/[CH:3]=[CH:4]\[CH2:5][C@H:6]([OH:25])/[CH:7]=[CH:8]/[C@@H:9]1[C@@H:14]([CH2:15]/[CH:16]=[CH:17]\[CH2:18][CH2:19][CH2:20][C:21]([OH:23])=[O:22])[C:12](=[O:13])[CH2:11][C@H:10]1O.[OH-].[K+].Cl>C(O)C>[CH3:1][CH2:2]/[CH:3]=[CH:4]\[CH2:5][C@H:6]([OH:25])/[CH:7]=[CH:8]/[C:9]1[CH2:10][CH2:11][C:12](=[O:13])[C:14]=1[CH2:15]/[CH:16]=[CH:17]\[CH2:18][CH2:19][CH2:20][C:21]([OH:23])=[O:22] |f:1.2|. Procedure: A solution of racemic PGE3 (200 mg.) in 100 ml. of 50% aqueous ethanol containing 10 grams of potassium hydroxide is kept at 25° C. for 10 hours under notrogen. Then, the solution is cooled to 10° C. and neutralized by addition of 3 normal hydrochloric acid at 10° C. The resulting solution is extracted repeatedly with ethyl acetate, and the combined ethyl acetate extracts are washed with water and then with saturated aqueous sodium chloride solution, dried, and evaporated to give racemic PGB3. The reactants are ClC1=CC=C2C(=CNC2=C1)C(=O)N1CCC2(CC1)OC(C1=C2C=CC(=C1)F)=O (1′-[(6-chloro-1H-indol-3-yl)carbonyl]-5-fluoro-3H-spiro[2-benzofuran-1,4′-piperidin]-3-one), FC=1C=C(CCl)C=C(C1)F (3,5-difluorobenzyl chloride). The product is ClC1=CC=C2C(=CN(C2=C1)CC1=CC(=CC(=C1)F)F)C(=O)N1CCC2(CC1)OC(C1=C2C=CC(=C1)F)=O (1′-{[6-Chloro-1-(3,5-difluorobenzyl)-1H-indol-3-yl]carbonyl}-5-fluoro-3H-spiro[2-benzofuran-1,4′-piperidin]-3-one). As a reaction SMILES: [Cl:1][C:2]1[CH:10]=[C:9]2[C:5]([C:6]([C:11]([N:13]3[CH2:18][CH2:17][C:16]4([C:22]5[CH:23]=[CH:24][C:25]([F:27])=[CH:26][C:21]=5[C:20](=[O:28])[O:19]4)[CH2:15][CH2:14]3)=[O:12])=[CH:7][NH:8]2)=[CH:4][CH:3]=1.[F:29][C:30]1[CH:31]=[C:32]([CH:35]=[C:36]([F:38])[CH:37]=1)[CH2:33]Cl>>[Cl:1][C:2]1[CH:10]=[C:9]2[C:5]([C:6]([C:11]([N:13]3[CH2:18][CH2:17][C:16]4([C:22]5[CH:23]=[CH:24][C:25]([F:27])=[CH:26][C:21]=5[C:20](=[O:28])[O:19]4)[CH2:15][CH2:14]3)=[O:12])=[CH:7][N:8]2[CH2:33][C:32]2[CH:31]=[C:30]([F:29])[CH:37]=[C:36]([F:38])[CH:35]=2)=[CH:4][CH:3]=1. Procedure details: Following the general procedure III as described above, the alkylation of 1′-[(6-chloro-1H-indol-3-yl)carbonyl]-5-fluoro-3H-spiro[2-benzofuran-1,4′-piperidin]-3-one (prepared according to example 19) with commercially available 3,5-difluorobenzyl chloride gave the title compound. ES-MS m/e (%): 525.4 (M+H+).